From a dataset of the Open Reaction Database (ORD), a public repository of structured organic reaction records. describe an organic reaction: reactants, conditions, products, and yield The reactants are O(C1=CC=CC=C1)C1=C(C(C(C1(F)F)(F)F)(F)F)OC1=CC=CC=C1 (1,2-bisphenoxy-3,3,4,4,5,5-hexafluorocyclopent-1-ene), [O-]C1=CC=CC=C1.[Na+] (sodium phenoxide), FC1(C(C(C(=C1F)F)(F)F)(F)F)F (octafluorocyclopentene), phenols, phenoxides, FF (Fluorine). Solvent: COCCOC (ethylene glycol dimethyl ether), CCOCC (ether), C(C)N(CC)CC (triethylamine), dihaloperfluoroalkenes. The product is monoaryloxy-perfluorocyclobutenes, C1(=CC=CC=C1)O (phenol), C1=C(C=CC2=CC=CC=C12)O (2-naphthol), FC1(C(C(=C1F)F)(F)F)F (hexafluorocyclobutene). As a reaction SMILES: [O:1](C1C(F)(F)C(F)(F)C(F)(F)C=1[O:19][C:20]1[CH:25]=[CH:24][CH:23]=[CH:22][CH:21]=1)[C:2]1[CH:7]=[CH:6][CH:5]=[CH:4][CH:3]=1.[O-][C:27]1[CH:32]=CC=[CH:29][CH:28]=1.[Na+].FC1(F)[C:39]([F:40])=[C:38]([F:41])[C:37]([F:43])([F:42])[C:36]1([F:45])[F:44].FF>COCCOC.CCOCC.C(N(CC)CC)C>[C:2]1([OH:1])[CH:7]=[CH:6][CH:5]=[CH:4][CH:3]=1.[CH:25]1[C:24]2[C:23](=[CH:32][CH:27]=[CH:28][CH:29]=2)[CH:22]=[CH:21][C:20]=1[OH:19].[F:43][C:37]1([F:42])[C:38]([F:41])=[C:39]([F:40])[C:36]1([F:44])[F:45] |f:1.2|. Reported procedure: The substitution of both vinylic halogen atoms in dihaloperfluoroalkenes by phenols or by phenoxides is as yet illustrated by a single example: under specific conditions (-40° C., mmol scale, complicated distillation) 1,2-bisphenoxy-3,3,4,4,5,5-hexafluorocyclopent-1-ene could be prepared in 76% yield from sodium phenoxide and octafluorocyclopentene in ethylene glycol dimethyl ether (see J.O.C. 45, 4429 (1980). Based on the other existing literature (for example Fluorine in Organic Chemistry, Wil...